Task: describe an organic reaction: reactants, conditions, products, and yield. Dataset: the Open Reaction Database (ORD), a public repository of structured organic reaction records Starting materials: CC(C)(C)[Si](C)(C)Oc1ccc2c(c1)c1c(n2Cc2ccc(OCCN3CCCCC3)cc2)-c2ccccc2SCC1, CCCC[N+](CCCC)(CCCC)CCCC, C1CCOC1, [F-]. Product: Oc1ccc2c(c1)c1c(n2Cc2ccc(OCCN3CCCCC3)cc2)-c2ccccc2SCC1. Reaction SMILES: [C:1]([Si:2]([CH3:3])([CH3:4])[O:6][c:7]1[cH:8][cH:9][c:10]2[c:11]([c:12]3[c:18]([n:19]2[CH2:20][c:21]2[cH:22][cH:23][c:24]([O:27][CH2:28][CH2:29][N:30]4[CH2:31][CH2:32][CH2:33][CH2:34][CH2:35]4)[cH:25][cH:26]2)-[c:17]2[c:16]([cH:39][cH:38][cH:37][cH:36]2)[S:15][CH2:14][CH2:13]3)[cH:40]1)([CH3:5])([CH3:41])[CH3:42].[CH2:44]([N+:45]([CH2:46][CH2:47][CH2:48][CH3:49])([CH2:50][CH2:51][CH2:52][CH3:53])[CH2:54][CH2:55][CH2:56][CH3:57])[CH2:58][CH2:59][CH3:60].[CH2:61]1[O:62][CH2:63][CH2:64][CH2:65]1.[F-:43]>>[OH:6][c:7]1[cH:8][cH:9][c:10]2[c:11]([c:12]3[c:18]([n:19]2[CH2:20][c:21]2[cH:22][cH:23][c:24]([O:27][CH2:28][CH2:29][N:30]4[CH2:31][CH2:32][CH2:33][CH2:34][CH2:35]4)[cH:25][cH:26]2)-[c:17]2[c:16]([cH:39][cH:38][cH:37][cH:36]2)[S:15][CH2:14][CH2:13]3)[cH:40]1. Starting materials: C(C)(=O)C1=C(C(=O)O)C=CC=C1 (2-acetylbenzoic acid), C1(=CC=CC=C1)C=1CCN(CC1)CCCN (3-(4-phenyl-1,2,3,6-tetrahydro-1-pyridyl)-1-aminopropane), Cl.C1(=CC=CC=C1)C=1CCN(CC1)CCCN (3-(4-phenyl-1,2,3,6-tetrahydro-1-pyridyl)-1-aminopropane hydrochloride), C(#N)[BH3-].[Na+] (sodium cyanoborohydride), C(C(=O)O)(=O)O (oxalic acid). Run in C(C)#N (acetonitrile), C(C)C(=O)C (methyl ethyl ketone), C(C)C(=O)C (methyl ethyl ketone). Reaction conditions: time 4 hour. Yields the product 0.9.g, C(C(=O)O)(=O)O.CC1N(C(C2=CC=CC=C12)=O)CCCN1CCC(=CC1)C1=CC=CC=C1 (3-methyl-2-[3-(4-phenyl-1,2,3,6-tetrahydro-1-pyridyl)propyl]-1-isoindolinone oxalate). RXN SMILES: [C:1]([C:4]1[CH:12]=[CH:11][CH:10]=[CH:9][C:5]=1[C:6]([OH:8])=O)(=O)[CH3:2].[C:13]1([C:19]2[CH2:20][CH2:21][N:22]([CH2:25][CH2:26][CH2:27][NH2:28])[CH2:23][CH:24]=2)[CH:18]=[CH:17][CH:16]=[CH:15][CH:14]=1.Cl.C1(C2CCN(CCCN)CC=2)C=CC=CC=1.C([BH3-])#N.[Na+].[C:50]([OH:55])(=[O:54])[C:51]([OH:53])=[O:52]>C(#N)C.C(C(C)=O)C>[C:50]([OH:55])(=[O:54])[C:51]([OH:53])=[O:52].[CH3:2][CH:1]1[C:4]2[C:5](=[CH:9][CH:10]=[CH:11][CH:12]=2)[C:6](=[O:8])[N:28]1[CH2:27][CH2:26][CH2:25][N:22]1[CH2:21][CH:20]=[C:19]([C:13]2[CH:18]=[CH:17][CH:16]=[CH:15][CH:14]=2)[CH2:24][CH2:23]1 |f:2.3,4.5,9.10|. Procedure details: 2.5 g of 2-acetylbenzoic acid is added to a solution of 3-(4-phenyl-1,2,3,6-tetrahydro-1-pyridyl)-1-aminopropane (7.8 g) in acetonitrile (90 cc) at a temperature close to 20° C. in the course of 10 minutes. Agitation is continued for 4 hours then 7.6 g of 3-(4-phenyl-1,2,3,6-tetrahydro-1-pyridyl)-1-aminopropane hydrochloride is added in the course of 30 minutes. Then 1.2 g of sodium cyanoborohydride is added to the suspension obtained, in the course of 5 minutes. Agitation is continued for 16 ho... Starting materials: ClC=1C=CC(=C(N)C1)SC (5-chloro-2-(methylthio)aniline), BrC1=CC=C(C=C1)S(=O)(=O)Cl (4-bromo-benzenesulfonyl chloride). The product is BrC1=CC=C(C=C1)S(=O)(=O)NC1=C(C=CC(=C1)Cl)SC (4-bromo-N-[5-chloro-2-(methylthio)phenyl]benzenesulfonamide). Reaction SMILES: [Cl:1][C:2]1[CH:3]=[CH:4][C:5]([S:9][CH3:10])=[C:6]([CH:8]=1)[NH2:7].[Br:11][C:12]1[CH:17]=[CH:16][C:15]([S:18](Cl)(=[O:20])=[O:19])=[CH:14][CH:13]=1>>[Br:11][C:12]1[CH:17]=[CH:16][C:15]([S:18]([NH:7][C:6]2[CH:8]=[C:2]([Cl:1])[CH:3]=[CH:4][C:5]=2[S:9][CH3:10])(=[O:20])=[O:19])=[CH:14][CH:13]=1. Procedure: Following General Procedure B, the title compound was prepared from 5-chloro-2-(methylthio)aniline and 4-bromo-benzenesulfonyl chloride. The reactants are CS(=O)(=O)N1CCC(=CC1)C=1C=C2C(=CN1)OC(=C2)C2CCNCC2 (5-(1-methanesulfonyl-1,2,3,6-tetrahydro-pyridin-4-yl)-2-piperidin-4-yl-furo[2,3-c]pyridine), C(OC1(CC1)C)(OC1=CC=C(C=C1)[N+](=O)[O-])=O (1-methyl-cyclopropyl 4-nitrophenyl carbonate). Yields the product CC1(CC1)OC(=O)N1CCC(CC1)C1=CC=2C(=CN=C(C2)C=2CCN(CC2)S(=O)(=O)C)O1 (4-[5-(1-Methanesulfonyl-1,2,3,6-tetrahydro-pyridin-4-yl)-furo[2,3-c]pyridin-2-yl]-piperidine-1-carboxylic acid 1-methyl-cyclopropyl ester). As a reaction SMILES: [CH3:1][S:2]([N:5]1[CH2:10][CH:9]=[C:8]([C:11]2[CH:12]=[C:13]3[CH:19]=[C:18]([CH:20]4[CH2:25][CH2:24][NH:23][CH2:22][CH2:21]4)[O:17][C:14]3=[CH:15][N:16]=2)[CH2:7][CH2:6]1)(=[O:4])=[O:3].[C:26](=O)([O:32]C1C=CC([N+]([O-])=O)=CC=1)[O:27][C:28]1([CH3:31])[CH2:30][CH2:29]1>>[CH3:31][C:28]1([O:27][C:26]([N:23]2[CH2:24][CH2:25][CH:20]([C:18]3[O:17][C:14]4=[CH:15][N:16]=[C:11]([C:8]5[CH2:9][CH2:10][N:5]([S:2]([CH3:1])(=[O:3])=[O:4])[CH2:6][CH:7]=5)[CH:12]=[C:13]4[CH:19]=3)[CH2:21][CH2:22]2)=[O:32])[CH2:30][CH2:29]1. Procedure: The title compound is prepared from 5-(1-methanesulfonyl-1,2,3,6-tetrahydro-pyridin-4-yl)-2-piperidin-4-yl-furo[2,3-c]pyridine and 1-methyl-cyclopropyl 4-nitrophenyl carbonate following a procedure analogous to that described for Example 20. Mass spectrum (ESI+): m/z=460 [M+H]+. Reactants: Cl.C(C)(C)(C)C1=CC=C(C=C1)C=1C(C(CC1C1=CC=C(C=C1)S(=O)(=O)C)CN(C)C)=O (2-(4-tert-butylphenyl)-5-dimethylaminomethyl-3-(4-methanesulfonylphenyl)-cyclopent-2-enone, hydrochloride), [BH4-].[Na+] (sodium borohydride). The solvent is CO (methanol). Reaction conditions: temperature 20 celsius. Product: C(C)(C)(C)C1=CC=C(C=C1)C=1C(C(CC1C1=CC=C(C=C1)S(=O)(=O)C)CN(C)C)O (2-(4-tert-butylphenyl)-5-dimethylaminomethyl-3-(4-methanesulfonylphenyl)-cyclopent-2-enol). Yield: 50.0%. RXN SMILES: Cl.[C:2]([C:6]1[CH:11]=[CH:10][C:9]([C:12]2[C:13](=[O:31])[CH:14]([CH2:27][N:28]([CH3:30])[CH3:29])[CH2:15][C:16]=2[C:17]2[CH:22]=[CH:21][C:20]([S:23]([CH3:26])(=[O:25])=[O:24])=[CH:19][CH:18]=2)=[CH:8][CH:7]=1)([CH3:5])([CH3:4])[CH3:3].[BH4-].[Na+]>CO>[C:2]([C:6]1[CH:7]=[CH:8][C:9]([C:12]2[CH:13]([OH:31])[CH:14]([CH2:27][N:28]([CH3:29])[CH3:30])[CH2:15][C:16]=2[C:17]2[CH:18]=[CH:19][C:20]([S:23]([CH3:26])(=[O:25])=[O:24])=[CH:21][CH:22]=2)=[CH:10][CH:11]=1)([CH3:5])([CH3:3])[CH3:4] |f:0.1,2.3|. Procedure details: A solution of 1.62 g of the 2-(4-tert-butylphenyl)-5-dimethylaminomethyl-3-(4-methanesulfonylphenyl)-cyclopent-2-enone, hydrochloride obtained according to Example 15 in 15 ml methanol was combined in portions with 0.40 g of sodium borohydride with stirring at a temperature of 20° C. Once addition was complete, the resultant reaction mixture was stirred for a further three hours and completely evaporated under reduced pressure. The residue was redissolved in 50 ml of distilled water and adjusted...